This data is from the Open Reaction Database (ORD), a public repository of structured organic reaction records. The task is: describe an organic reaction: reactants, conditions, products, and yield The reactants are C(C)(=O)O (acetic acid), S(C)(=O)(=O)[O-].C(C1=CC=CC=C1)OC(CS(=O)(=O)CCC[N+](C)(C)C)COCCCCCCCCCCCCCCCCCC (3-[(2-benzyloxy-3-octadecyloxypropyl)sulfonyl]propyltrimethylammonium mesylate). Reagents/catalysts: [C].[Pd] (palladiumcarbon). Solvent: O (water). Yields the product S(C)(=O)(=O)[O-].OC(CS(=O)(=O)CCC[N+](C)(C)C)COCCCCCCCCCCCCCCCCCC (3-[(2-hydroxy-3-octadecyloxypropyl)sulfonyl]propyltrimethylammonium mesylate). The yield is 88.1%. As a reaction SMILES: C(O)(=O)C.[S:5]([O-:9])(=[O:8])(=[O:7])[CH3:6].C([O:17][CH:18]([CH2:30][O:31][CH2:32][CH2:33][CH2:34][CH2:35][CH2:36][CH2:37][CH2:38][CH2:39][CH2:40][CH2:41][CH2:42][CH2:43][CH2:44][CH2:45][CH2:46][CH2:47][CH2:48][CH3:49])[CH2:19][S:20]([CH2:23][CH2:24][CH2:25][N+:26]([CH3:29])([CH3:28])[CH3:27])(=[O:22])=[O:21])C1C=CC=CC=1>[C].[Pd].O>[S:5]([O-:9])(=[O:8])(=[O:7])[CH3:6].[OH:17][CH:18]([CH2:30][O:31][CH2:32][CH2:33][CH2:34][CH2:35][CH2:36][CH2:37][CH2:38][CH2:39][CH2:40][CH2:41][CH2:42][CH2:43][CH2:44][CH2:45][CH2:46][CH2:47][CH2:48][CH3:49])[CH2:19][S:20]([CH2:23][CH2:24][CH2:25][N+:26]([CH3:27])([CH3:29])[CH3:28])(=[O:22])=[O:21] |f:1.2,3.4,6.7|. Procedure: Into a mixed solvent consisting of 50 ml of acetic acid and 5 ml of water is dissolved 1.4 g of 3-[(2-benzyloxy-3-octadecyloxypropyl)sulfonyl]propyltrimethylammonium mesylate and the solution is shaked in the presence of palladiumcarbon under hydrogen streams. The catalyst is then removed by filtration and the filtrate is concentrated. The resulting residue is treated with acetone to give 1.07 g of the captioned compound as powder.